This data is from the Open Reaction Database (ORD), a public repository of structured organic reaction records. The task is: describe an organic reaction: reactants, conditions, products, and yield Reactants: [Br-], CC[Mg+], [Cl-], [NH4+], CC(C)(C)OC(=O)N1CCC(=O)CC1, C1CCOC1. Product: CCC1(O)CCN(C(=O)OC(C)(C)C)CC1. Reaction SMILES: [Br-:15].[CH2:16]([CH3:17])[Mg+:18].[Cl-:19].[NH4+:20].[O:1]=[C:2]1[CH2:3][CH2:4][N:5]([C:8](=[O:9])[O:10][C:11]([CH3:12])([CH3:13])[CH3:14])[CH2:6][CH2:7]1.[O:21]1[CH2:22][CH2:23][CH2:24][CH2:25]1>>[OH:1][C:2]1([CH2:16][CH3:17])[CH2:3][CH2:4][N:5]([C:8](=[O:9])[O:10][C:11]([CH3:12])([CH3:13])[CH3:14])[CH2:6][CH2:7]1. Starting materials: O=C(O)c1ccc(Br)s1, COc1ccc(B(O)O)cn1, CS(C)=O, Cl, [Na+], [Na+], O=C([O-])[O-]. Yields the product COc1ccc(-c2ccc(C(=O)O)s2)cn1. RXN SMILES: [Br:1][c:2]1[cH:3][cH:4][c:5]([C:7](=[O:8])[OH:9])[s:6]1.[CH3:11][O:12][c:13]1[cH:14][cH:15][c:16]([B:19]([OH:20])[OH:21])[cH:17][n:18]1.[CH3:28][S:29]([CH3:30])=[O:31].[ClH:10].[Na+:22].[Na+:23].[O-:24][C:25](=[O:26])[O-:27]>>[c:2]1(-[c:16]2[cH:15][cH:14][c:13]([O:12][CH3:11])[n:18][cH:17]2)[cH:3][cH:4][c:5]([C:7](=[O:8])[OH:9])[s:6]1. The reactants are ClC=1C=C(CO)C=C(C1OCC#C)OCC#C (3-chloro-4,5-dipropargyloxybenzyl alcohol), [OH-].[K+] (potassium hydroxide), IC (iodomethane), ice water. Reagents/catalysts: [Br-].C(CCC)[N+](CCCC)(CCCC)CCCC (tetra-n-butylammonium bromide). Run in O1CCCC1 (tetrahydrofuran). Run at time 2 hour. The product is ClC1=C(C(=CC(=C1)COC)OCC#C)OCC#C (1-chloro-5-methoxymethyl-2,3-dipropargyloxybenzene). The yield is 90.0%. As a reaction SMILES: [Cl:1][C:2]1[CH:3]=[C:4]([CH:7]=[C:8]([O:14][CH2:15][C:16]#[CH:17])[C:9]=1[O:10][CH2:11][C:12]#[CH:13])[CH2:5][OH:6].[OH-].[K+].I[CH3:21]>[Br-].C([N+](CCCC)(CCCC)CCCC)CCC.O1CCCC1>[Cl:1][C:2]1[CH:3]=[C:4]([CH2:5][O:6][CH3:21])[CH:7]=[C:8]([O:14][CH2:15][C:16]#[CH:17])[C:9]=1[O:10][CH2:11][C:12]#[CH:13] |f:1.2,4.5|. Procedure details: A mixture of 3-chloro-4,5-dipropargyloxybenzyl alcohol (1.00 g), potassium hydroxide (1.00 g), iodomethane (1.00 g) and tetra-n-butylammonium bromide (1.00 g) in tetrahydrofuran (30 ml) was stirred at room temperature for 2 hours, poured into ice-water and extracted with ethyl acetate. The extract was washed with water, dried over magnesium sulfate and concentrated under reduced pressure. The residue was purified by silica gel column chromatography using toluene as an eluent to give 1-chloro-5-m... Reactants: CCCCCN1C(=O)C(CC)N(C(=O)c2ccc(OC)cc2)c2cc(F)ccc21, CCC1C(=O)N(C)c2cc(F)ccc2N1C(=O)c1ccc(O)cc1. Product: CCCCCN1C(=O)C(CC)N(C(=O)c2ccc(O)cc2)c2cc(F)ccc21. As a reaction SMILES: [CH2:1]([CH3:2])[CH:3]1[C:4](=[O:29])[N:5]([CH2:24][CH2:25][CH2:26][CH2:27][CH3:28])[c:6]2[cH:7][cH:8][c:9]([F:23])[cH:10][c:11]2[N:12]1[C:13]([c:14]1[cH:15][cH:16][c:17]([O:20][CH3:21])[cH:18][cH:19]1)=[O:22].[CH2:30]([CH:31]1[N:32]([C:33](=[O:34])[c:35]2[cH:36][cH:37][c:38]([OH:39])[cH:40][cH:41]2)[c:42]2[c:43]([cH:44][c:45]([F:46])[cH:47][cH:48]2)[N:49]([CH3:50])[C:51]1=[O:52])[CH3:53]>>[CH2:1]([CH3:2])[CH:3]1[C:4](=[O:29])[N:5]([CH2:24][CH2:25][CH2:26][CH2:27][CH3:28])[c:6]2[cH:7][cH:8][c:9]([F:23])[cH:10][c:11]2[N:12]1[C:13]([c:14]1[cH:15][cH:16][c:17]([OH:20])[cH:18][cH:19]1)=[O:22]. Starting materials: [Cl-].[K+] (potassium chloride), BrCCCCCCCCCCCCCCO[Si](C)(C)C(C)(C)C ((14-bromo-tetradecyloxy)-tert-butyl-dimethylsilane), [C-]#[C-].[Li+].C(C)N(CCN)CC.[Li+] (N,N-diethylethane-1,2-diamine lithium acetylide). The solvent is CS(=O)C (DMSO), CS(=O)C (DMSO). Reaction conditions: time 6 hour. The product is C(C)(C)(C)[Si](C)(C)OCCCCCCCCCCCCCCC#C (tert-butyl-hexadecane-15-ynyloxy-dimethylsilane). Yield: 81.1%. Reaction SMILES: Br[CH2:2][CH2:3][CH2:4][CH2:5][CH2:6][CH2:7][CH2:8][CH2:9][CH2:10][CH2:11][CH2:12][CH2:13][CH2:14][CH2:15][O:16][Si:17]([C:20]([CH3:23])([CH3:22])[CH3:21])([CH3:19])[CH3:18].[C-]#[C-].[Li+].[CH2:27](N(CC)CCN)[CH3:28].[Li+].[Cl-].[K+]>CS(C)=O>[C:20]([Si:17]([O:16][CH2:15][CH2:14][CH2:13][CH2:12][CH2:11][CH2:10][CH2:9][CH2:8][CH2:7][CH2:6][CH2:5][CH2:4][CH2:3][CH2:2][C:27]#[CH:28])([CH3:19])[CH3:18])([CH3:23])([CH3:22])[CH3:21] |f:1.2.3.4,5.6|. Procedure details: The solution of (14-bromo-tetradecyloxy)-tert-butyl-dimethylsilane (8.9 g, 21.4 mmol, 1 eq) in DMSO (10 mL) was added dropwise to the solution of N,N-diethylethane-1,2-diamine lithium acetylide (3.1 g, 33.2 mmol, 1.5 eq) in DMSO (15 mL) at 0° C. This solution was stirred at room temperature for 6 hours, poured into saturated aqueous solution of potassium chloride (100 mL), and extracted three times with hexane (100 mL). The extract was washed with aqueous solution of sodium chloride, dried over ... The reactants are CN1C(C(CC1=O)COS(=O)(=O)C1=CC=C(C)C=C1)C1=CC=CC=C1 (1-methyl-2-phenyl-3-tosyloxymethyl-pyrrolidin-5-one), [C-]#N.[Na+] (sodium cyanide). Solvent: CS(=O)C (dimethylsulfoxide). Conditions: temperature 100 celsius, time 3 hour. Yields the product C(#N)CC1C(N(C(C1)=O)C)C1=CC=CC=C1 (3-Cyanomethyl-1-methyl-2-phenyl-pyrrolidin-5-one). Reaction SMILES: [CH3:1][N:2]1[C:6](=[O:7])[CH2:5][CH:4]([CH2:8]OS(C2C=CC(C)=CC=2)(=O)=O)[CH:3]1[C:20]1[CH:25]=[CH:24][CH:23]=[CH:22][CH:21]=1.[C-:26]#[N:27].[Na+]>CS(C)=O>[C:26]([CH2:8][CH:4]1[CH2:5][C:6](=[O:7])[N:2]([CH3:1])[CH:3]1[C:20]1[CH:21]=[CH:22][CH:23]=[CH:24][CH:25]=1)#[N:27] |f:1.2|. Reported procedure: To 42 g. of 1-methyl-2-phenyl-3-tosyloxymethyl-pyrrolidin-5-one in 72.5 ml. of dimethylsulfoxide was slowly added 5.7 g of sodium cyanide at 45° C. The reaction was stirred for 3 hours at 100° C. and then set at ambient temperature for 18 hours. After decanting into 1500 ml. of ice water, the product was extracted with 2:1 chloroform-ether, dried (Na2SO4) filtered, and concentrated in vacuo to provide 19.0 g. of light yellow crystals.